From a dataset of the Open Reaction Database (ORD), a public repository of structured organic reaction records. describe an organic reaction: reactants, conditions, products, and yield The reactants are ClCCl (dichloromethane), CN=C=S (methyl isothiocyanate), ClC1=CC=C(C=C1)C(N1CC(C1)=CS(=O)(=O)CC=1C=C(C=CC1)N1CCNCC1)C1=CC=C(C=C1)Cl (1-[3-({1-[bis-(4-chlorophenyl)methyl]azetidin-3-ylidene}methanesulfonylmethyl)phenyl]piperazine). The solvent is O (water). Reaction conditions: time 6 hour. Yields the product CNC(=S)N1CCN(CC1)C1=CC(=CC=C1)CS(=O)(=O)C=C1CN(C1)C(C1=CC=C(C=C1)Cl)C1=CC=C(C=C1)Cl (4-[3-({1-[bis-(4-chlorophenyl)methyl]azetidin-3-ylidene}methanesulfonylmethyl)phenyl]piperazine-1-carbothioic acid N-methylamide). The yield is 99.1%. RXN SMILES: ClCCl.[CH3:4][N:5]=[C:6]=[S:7].[Cl:8][C:9]1[CH:14]=[CH:13][C:12]([CH:15]([C:37]2[CH:42]=[CH:41][C:40]([Cl:43])=[CH:39][CH:38]=2)[N:16]2[CH2:19][C:18](=[CH:20][S:21]([CH2:24][C:25]3[CH:26]=[C:27]([N:31]4[CH2:36][CH2:35][NH:34][CH2:33][CH2:32]4)[CH:28]=[CH:29][CH:30]=3)(=[O:23])=[O:22])[CH2:17]2)=[CH:11][CH:10]=1>O>[CH3:4][NH:5][C:6]([N:34]1[CH2:35][CH2:36][N:31]([C:27]2[CH:28]=[CH:29][CH:30]=[C:25]([CH2:24][S:21]([CH:20]=[C:18]3[CH2:17][N:16]([CH:15]([C:12]4[CH:11]=[CH:10][C:9]([Cl:8])=[CH:14][CH:13]=4)[C:37]4[CH:42]=[CH:41][C:40]([Cl:43])=[CH:39][CH:38]=4)[CH2:19]3)(=[O:22])=[O:23])[CH:26]=2)[CH2:32][CH2:33]1)=[S:7]. Procedure: 2 cm3 of dichloromethane and then 11 mg of methyl isothiocyanate are successively added, at a temperature close to 20° C., to 54.25 mg of 1-[3-({1-[bis-(4-chlorophenyl)methyl]azetidin-3-ylidene}methanesulfonylmethyl)phenyl]piperazine. After stirring for 6 hours at a temperature close to 20° C., 0.05 cm3 of water is added to the reaction mixture. After stirring for 15 minutes at the same temperature, the reaction medium is dried over magnesium sulfate, filtered and concentrated to dryness under r... Product: O=C1CCC2CN(Cc3ccccc3)CC12. As a reaction SMILES: [CH2:1]([c:2]1[cH:3][cH:4][cH:5][cH:6][cH:7]1)[N:8]1[CH2:9][CH:10]2[CH:11]=[CH:12][C:13](=[O:16])[CH:14]2[CH2:15]1.[CH3:19][CH2:20][O:21][C:22](=[O:23])[CH3:24].[H:17][H:18]>>[CH2:1]([c:2]1[cH:3][cH:4][cH:5][cH:6][cH:7]1)[N:8]1[CH2:9][CH:10]2[CH2:11][CH2:12][C:13](=[O:16])[CH:14]2[CH2:15]1. The reactants are O=C1C=CC2CN(Cc3ccccc3)CC12, CCOC(C)=O, [H][H]. Reactants: COC(C1=CC(=CC(=C1)C1=NC=C(C=C1)C)NC(C(C)(F)F)=O)=O (3-(2,2-Difluoro-propionylamino)-5-(5-methyl-pyridin-2-yl)-benzoic acid methyl ester), C1(=CC=CC=C1)P(C1=CC=CC=C1)C1=CC=CC=C1 (triphenyl phosphine), C(Cl)(Cl)(Cl)Cl (CCl4). Reaction conditions: temperature 95 celsius, time 48 hour. The product is COC(C1=CC(=CC(=C1)C1=NC=C(C=C1)C)N=C(C(C)(F)F)Cl)=O (3-(1-chloro-2,2-difluoro-propylideneamino)-5-(5-methyl-pyridin-2-yl)-benzoic acid methyl ester). Reaction SMILES: [CH3:1][O:2][C:3](=[O:24])[C:4]1[CH:9]=[C:8]([C:10]2[CH:15]=[CH:14][C:13]([CH3:16])=[CH:12][N:11]=2)[CH:7]=[C:6]([NH:17][C:18](=O)[C:19]([F:22])([F:21])[CH3:20])[CH:5]=1.C1(P(C2C=CC=CC=2)C2C=CC=CC=2)C=CC=CC=1.C(Cl)(Cl)(Cl)[Cl:45]>>[CH3:1][O:2][C:3](=[O:24])[C:4]1[CH:9]=[C:8]([C:10]2[CH:15]=[CH:14][C:13]([CH3:16])=[CH:12][N:11]=2)[CH:7]=[C:6]([N:17]=[C:18]([Cl:45])[C:19]([F:22])([F:21])[CH3:20])[CH:5]=1. Procedure details: 3-(2,2-Difluoro-propionylamino)-5-(5-methyl-pyridin-2-yl)-benzoic acid methyl ester (0.630 g, 1.88 mmol) and triphenyl phosphine (0.989 g, 3.77 mmol) were added to 15 mL of CCl4. The reaction mixture was heated to 95° C. and stirred under nitrogen for 48 hours. The reaction mixture was filtered, and the filtrate was concentrated under reduced pressure to give 0.612 g of 3-(1-chloro-2,2-difluoro-propylideneamino)-5-(5-methyl-pyridin-2-yl)-benzoic acid methyl ester, which was used directly in the ... Reactants: C(C)(C)(C)C1=C(C=CC(=C1)C)O (2-tert-butyl-4-methylphenol), C(C=C)(=O)Cl (acryloyl chloride), Cl (hydrochloric acid). Run in C1(=CC=CC=C1)C (toluene), C(C)N(CC)CC (triethylamine), C(C)N(CC)CC (triethylamine). Yields the product C(C=C)(=O)OC1=C(C=C(C=C1)C)C(C)(C)C (2-tert-butyl-4-methylphenol monoacrylate). Reaction SMILES: [C:1]([C:5]1[CH:10]=[C:9]([CH3:11])[CH:8]=[CH:7][C:6]=1[OH:12])([CH3:4])([CH3:3])[CH3:2].[C:13](Cl)(=[O:16])[CH:14]=[CH2:15].Cl>C(N(CC)CC)C.C1(C)C=CC=CC=1>[C:13]([O:12][C:6]1[CH:7]=[CH:8][C:9]([CH3:11])=[CH:10][C:5]=1[C:1]([CH3:4])([CH3:3])[CH3:2])(=[O:16])[CH:14]=[CH2:15]. Procedure details: To a 300-ml four-necked flask equipped with a thermometer, a stirrer, a condenser and a dropping funnel were added 32.8 g (0.20 mole) of 2-tert-butyl-4-methylphenol, 22.3 g (0.22 mole) of triethylamine and 100 g of toluene, and after replacing air in the flask by nitrogen, 19.10 g (0.21 mole) of acryloyl chloride was added dropwise at a reaction temperature of 30° C. over 1 hour. After completion of the dropwise addition, excessive triethylamine was neutralized with hydrochloric acid, the reacti... The reactants are ClC1=CC=NC2=CC=CC=C12 (4-chloroquinoline), ClC1=CC=C(C=C1)CCC1C(NC(NC1=O)=O)=O (5-[2-(4-chlorophenyl)ethyl]barbituric acid). Reaction conditions: temperature 150 celsius. The product is ClC1=CC=C(C=C1)CCC1(C(NC(NC1=O)=O)=O)C1=CC=NC2=CC=CC=C12 (5-[2-(4-chlorophenyl)ethyl]-5-(4-quinolinyl)barbituric acid). As a reaction SMILES: Cl[C:2]1[C:11]2[C:6](=[CH:7][CH:8]=[CH:9][CH:10]=2)[N:5]=[CH:4][CH:3]=1.[Cl:12][C:13]1[CH:18]=[CH:17][C:16]([CH2:19][CH2:20][CH:21]2[C:26](=[O:27])[NH:25][C:24](=[O:28])[NH:23][C:22]2=[O:29])=[CH:15][CH:14]=1>>[Cl:12][C:13]1[CH:18]=[CH:17][C:16]([CH2:19][CH2:20][C:21]2([C:2]3[C:11]4[C:6](=[CH:7][CH:8]=[CH:9][CH:10]=4)[N:5]=[CH:4][CH:3]=3)[C:22](=[O:29])[NH:23][C:24](=[O:28])[NH:25][C:26]2=[O:27])=[CH:15][CH:14]=1. Reported procedure: A mixture of 3.63 g of 4-chloroquinoline and 5.3 g of 5-[2-(4-chlorophenyl)ethyl]barbituric acid was heated to 150° C. for 11/4 hours, to form 5-[2-(4-chlorophenyl)ethyl]-5-(4-quinolinyl)barbituric acid. This compound was hydrolyzed, without isolation, by adding 4 g of NaOH in 40 ml of water and refluxing for four hours. The mixture was cooled, acidified with HCl and refluxed for several hours, cooled, and neutralized with dilute NaOH. The desired product was extracted into CH2Cl2, which was the... The reactants are O=C([O-])O, COc1cc(Cl)c(CO)c(Cl)c1, [Na+], C1CCOC1, BrP(Br)Br. Product: COc1cc(Cl)c(CBr)c(Cl)c1. Reaction SMILES: [C:17](=[O:18])([OH:19])[O-:20].[Cl:1][c:2]1[c:3]([CH2:11][OH:12])[c:4]([Cl:10])[cH:5][c:6]([O:8][CH3:9])[cH:7]1.[Na+:21].[O:22]1[CH2:23][CH2:24][CH2:25][CH2:26]1.[P:13]([Br:14])([Br:15])[Br:16]>>[Cl:1][c:2]1[c:3]([CH2:11][Br:14])[c:4]([Cl:10])[cH:5][c:6]([O:8][CH3:9])[cH:7]1. Reactants: NC1=CC=C(OC2=NC=CC=C2C=2C(=NNC2)C#N)C=C1 (4-(2-(4-aminophenoxy)pyridin-3-yl)-1-H-pyrazole-3-carbonitrile), ClC1=NN=C(C2=CC=CC=C12)C1=CC=CC=C1 (1-chloro-4-phenylphthalazine). Solvent: CC(C)(C)O (t-BuOH). Conditions: temperature 100 celsius, time 3 day. Product: C1(=CC=CC=C1)C1=NN=C(C2=CC=CC=C12)NC1=CC=C(OC2=NC=CC=C2C=2C(=NNC2)C#N)C=C1 (4-(2-(4-(4-phenylphthalazin-1-ylamino)phenoxy)pyridin-3-yl)-1-H-pyrazole-3-carbonitrile). As a reaction SMILES: [NH2:1][C:2]1[CH:21]=[CH:20][C:5]([O:6][C:7]2[C:12]([C:13]3[C:14]([C:18]#[N:19])=[N:15][NH:16][CH:17]=3)=[CH:11][CH:10]=[CH:9][N:8]=2)=[CH:4][CH:3]=1.Cl[C:23]1[C:32]2[C:27](=[CH:28][CH:29]=[CH:30][CH:31]=2)[C:26]([C:33]2[CH:38]=[CH:37][CH:36]=[CH:35][CH:34]=2)=[N:25][N:24]=1>CC(O)(C)C>[C:33]1([C:26]2[C:27]3[C:32](=[CH:31][CH:30]=[CH:29][CH:28]=3)[C:23]([NH:1][C:2]3[CH:21]=[CH:20][C:5]([O:6][C:7]4[C:12]([C:13]5[C:14]([C:18]#[N:19])=[N:15][NH:16][CH:17]=5)=[CH:11][CH:10]=[CH:9][N:8]=4)=[CH:4][CH:3]=3)=[N:24][N:25]=2)[CH:34]=[CH:35][CH:36]=[CH:37][CH:38]=1. Procedure: In a 20-mL sealed tube was dissolved 4-(2-(4-aminophenoxy)pyridin-3-yl)-1-H-pyrazole-3-carbonitrile (0.120 g, 0.433 mmol) in t-BuOH (1.0 mL). Then 1-chloro-4-phenylphthalazine (0.104 g, 0.433 mmol) was added and the mixture was stirred at 100° C. for 3 days. The reaction was cooled to RT, concentrated and purified on a Gilson reverse phase chromatography system. The title compound was extracted into CH2Cl2, washed 1× saturated NaHCO3, 1×H2O, dried over Na2SO4, filtered through fritted funnel and...